From a dataset of the Open Reaction Database (ORD), a public repository of structured organic reaction records. describe an organic reaction: reactants, conditions, products, and yield Starting materials: [H-].[Na+] (sodium hydride), C1(CCCCCC1)=O (cycloheptanone), C(=O)OCC (ethyl formate), C(C)O (ethanol). Procedure details: To a suspension of sodium hydride (60% dispersion in mineral oil, 535 mg, 13.4 mmol) in diethyl ether (25 mL) at 0° C. was added ethanol (0.06 ml, 1.03 mmol) dropwise. The grey suspension was stirred at 0° C. for 20 min. A solution of cycloheptanone (1.58 ml, 13.4 mmol) and ethyl formate (1.63 ml, 20.1 mmol) in diethyl ether (3 mL) was added dropwise over 10 min. The pale yellow heterogeneous reaction mixture was stirred at 0° C. for 1 h then warmed to room temperature for 4 h. The reaction was ... The product is O\C=C\1/C(CCCCC1)=O (2-[1-hydroxy-meth-(Z)-ylidene]-cycloheptanone). Isolated yield 976.6%. RXN SMILES: [H-].[Na+].[CH2:3]([OH:5])[CH3:4].[C:6]1(=[O:13])C[CH2:11][CH2:10][CH2:9][CH2:8][CH2:7]1.C(OCC)=O>C(OCC)C>[OH:5]/[CH:3]=[C:4]1\[C:6](=[O:13])[CH2:7][CH2:8][CH2:9][CH2:10][CH2:11]\1 |f:0.1|. Run at temperature 0 celsius, time 20 minute. The solvent is C(C)OCC (diethyl ether), C(C)OCC (diethyl ether). The reactants are N[C@@H]1[C@@H](CN(CC1)C(=O)OC(C)(C)C)OC (tert-butyl cis(±)-4-amino-3-methoxypiperidine-1-carboxylate), CCN=C=NCCCN(C)C.Cl (WSC hydrochloride), C=1C=CC2=C(C1)N=NN2O (HOBT), N[C@@H]1[C@@H](CN(CC1)C(=O)OC(C)(C)C)OC (tert-Butyl cis(±)-4-amino-3-methoxypiperidine-1-carboxylate), BrC=1N=C(NC1C)C(=O)O (4-bromo-5-methyl-1H-imidazole-2-carboxylic acid). The product is BrC=1N=C(NC1C)C(=O)N[C@@H]1[C@@H](CN(CC1)C(=O)OC(C)(C)C)OC (tert-Butyl cis(±)-4-{[(4-bromo-5-methyl-1H-imidazol-2-yl)carbonyl]amino}-3-methoxypiperidine-1-carboxylate). The yield is 83.0%. RXN SMILES: [NH2:1][C@H:2]1[CH2:7][CH2:6][N:5]([C:8]([O:10][C:11]([CH3:14])([CH3:13])[CH3:12])=[O:9])[CH2:4][C@H:3]1[O:15][CH3:16].[Br:17][C:18]1[N:19]=[C:20]([C:24](O)=[O:25])[NH:21][C:22]=1[CH3:23].CCN=C=NCCCN(C)C.Cl.C1C=CC2N(O)N=NC=2C=1>>[Br:17][C:18]1[N:19]=[C:20]([C:24]([NH:1][C@H:2]2[CH2:7][CH2:6][N:5]([C:8]([O:10][C:11]([CH3:12])([CH3:13])[CH3:14])=[O:9])[CH2:4][C@H:3]2[O:15][CH3:16])=[O:25])[NH:21][C:22]=1[CH3:23] |f:2.3|. Reported procedure: The same operation as in Example (1g) was performed using tert-butyl cis(±)-4-amino-3-methoxypiperidine-1-carboxylate obtained by the method described in Example (1e) (0.88 g, 3.82 mmol), 4-bromo-5-methyl-1H-imidazole-2-carboxylic acid obtained in Example (31b) (0.37 g, 1.80 mmol), WSC hydrochloride (1.03 g, 5.37 mmol) and HOBT (0.25 g, 1.81 mmol), to obtain 0.63 g of the title compound as a white solid (83%).